This data is from the Open Reaction Database (ORD), a public repository of structured organic reaction records. The task is: describe an organic reaction: reactants, conditions, products, and yield The reactants are CCCCc1nc(Cl)c(C=O)n1Cc1ccc2nc(-c3ccccc3C(=O)OC)ccc2c1, CCO, [Na+], [OH-], O. The product is CCCCc1nc(Cl)c(C=O)n1Cc1ccc2nc(-c3ccccc3C(=O)O)ccc2c1. Reaction SMILES: [CH2:1]([CH2:2][CH2:3][CH3:4])[c:5]1[n:6]([CH2:13][c:14]2[cH:15][c:16]3[cH:17][cH:18][c:19](-[c:24]4[c:25]([C:26](=[O:27])[O:28][CH3:29])[cH:30][cH:31][cH:32][cH:33]4)[n:20][c:21]3[cH:22][cH:23]2)[c:7]([CH:11]=[O:12])[c:8]([Cl:10])[n:9]1.[CH3:37][CH2:38][OH:39].[Na+:35].[OH-:34].[OH2:36]>>[CH2:1]([CH2:2][CH2:3][CH3:4])[c:5]1[n:6]([CH2:13][c:14]2[cH:15][c:16]3[cH:17][cH:18][c:19](-[c:24]4[c:25]([C:26](=[O:27])[OH:28])[cH:30][cH:31][cH:32][cH:33]4)[n:20][c:21]3[cH:22][cH:23]2)[c:7]([CH:11]=[O:12])[c:8]([Cl:10])[n:9]1. The reactants are C1(CCCC1)OC=1C=C(C=CC1OC)C(CC(C)=O)N1C(C2=CC=CC(=C2C1=O)N)=O (2-[1-(3-cyclopentyloxy-4-methoxyphenyl)-3-oxobutyl]-4-aminoisoindoline-1,3-dione), COC1OC(CC1)OC (2,5-dimethoxytetrahydrofuran), C(C)(=O)O (acetic acid), ClCCCl (1,2-dichloroethane). Solvent: C(Cl)Cl (methylene chloride). Product: C1(CCCC1)OC=1C=C(C=CC1OC)C(CC(C)=O)N1C(C2=CC=CC(=C2C1=O)C=1NC=CC1)=O (2-[1-(3-cyclopentyloxy-4-methoxyphenyl)-3-oxobutyl]-4-pyrrolylisoindoline-1,3-dione). The yield is 91.0%. RXN SMILES: [CH:1]1([O:6][C:7]2[CH:8]=[C:9]([CH:15]([N:20]3[C:28](=[O:29])[C:27]4[C:22](=[CH:23][CH:24]=[CH:25][C:26]=4[NH2:30])C3=O)[CH2:16][C:17](=[O:19])[CH3:18])[CH:10]=[CH:11][C:12]=2[O:13][CH3:14])[CH2:5][CH2:4][CH2:3][CH2:2]1.[CH3:32]OC1CCC(OC)O1.[C:41]([OH:44])(=O)[CH3:42].Cl[CH2:46][CH2:47]Cl>C(Cl)Cl>[CH:1]1([O:6][C:7]2[CH:8]=[C:9]([CH:15]([N:20]3[C:41](=[O:44])[C:42]4[C:27](=[CH:22][CH:23]=[CH:24][C:25]=4[C:26]4[NH:30][CH:32]=[CH:46][CH:47]=4)[C:28]3=[O:29])[CH2:16][C:17](=[O:19])[CH3:18])[CH:10]=[CH:11][C:12]=2[O:13][CH3:14])[CH2:2][CH2:3][CH2:4][CH2:5]1. Procedure details: A mixture of 2-[1-(3-cyclopentyloxy-4-methoxyphenyl)-3-oxobutyl]-4-aminoisoindoline-1,3-dione (0.41 g, 0.97 mmol), 2,5-dimethoxytetrahydrofuran (0.14 g, 1.07 mmol) and acetic acid (2 mL) in 1,2-dichloroethane (10 mL) was refluxed for 1 hour. The mixture was diluted with methylene chloride (25 mL) and washed with water (2×20 mL), brine (20 mL) and dried. Solvent was removed and the residue was purified by chromatography (Silica gel, Hexane:ethyl acetate 6:4) to give 2-[1-(3-cyclopentyloxy-4-metho... The reactants are C1(=CC=C(C=C1)S(=O)(=O)Cl)C (p-toluenesulfonyl chloride), [N+](=O)([O-])C=1C=C(C=CC1)C(=O)C1=CNC2=NC=C(C=C21)C=2C=NC=CC2 ((3-nitro-phenyl)-(5-pyridin-3-yl-1H-pyrrolo[2,3-b]pyridin-3-yl)-methanone), C(C)(C)[N-]C(C)C.[Li+] (lithium diisopropylamide), C1CCCCC1 (cyclohexane). The solvent is O1CCCC1 (tetrahydrofuran), O1CCCC1 (tetrahydrofuran), O (water). Conditions: time 30 minute. The product is N1=CC(=CC=C1)C=1C=C2C(=NC1)N(C=C2C=O)S(=O)(=O)C2=CC=C(C=C2)C (5-pyridin-3-yl-1-(toluene-4-sulfonyl-1H-pyrrolo[2,3-b]pyridin-3-yl)-methanone). Reaction SMILES: [N+](C1C=C([C:10]([C:12]2[C:20]3[C:15](=[N:16][CH:17]=[C:18]([C:21]4[CH:22]=[N:23][CH:24]=[CH:25][CH:26]=4)[CH:19]=3)[NH:14][CH:13]=2)=[O:11])C=CC=1)([O-])=O.C([N-]C(C)C)(C)C.[Li+].C1CCCCC1.[C:41]1([CH3:51])[CH:46]=[CH:45][C:44]([S:47](Cl)(=[O:49])=[O:48])=[CH:43][CH:42]=1>O1CCCC1.O>[N:23]1[CH:24]=[CH:25][CH:26]=[C:21]([C:18]2[CH:19]=[C:20]3[C:12]([CH:10]=[O:11])=[CH:13][N:14]([S:47]([C:44]4[CH:45]=[CH:46][C:41]([CH3:51])=[CH:42][CH:43]=4)(=[O:49])=[O:48])[C:15]3=[N:16][CH:17]=2)[CH:22]=1 |f:1.2|. Procedure details: To (3-nitro-phenyl)-(5-pyridin-3-yl-1H-pyrrolo[2,3-b]pyridin-3-yl)-methanone (536, 291 mg, 0.85 mmol) in tetrahydrofuran (7 mL) was added 1.5 M of lithium diisopropylamide in cyclohexane (676 μl, 1.59 mmol) at −78° C. under an atmosphere of nitrogen. After 30 minutes, p-toluenesulfonyl chloride (209 mg, 1.10 mmol) was added in tetrahydrofuran and the reaction was stirred for three hours. The reaction was poured into water and extracted with ethyl acetate. The organic layer was washed with brine,... Starting materials: BrCc1ccc2c(ccc3ccc(Br)cc32)c1, CCOCC, CC(=O)[O-], [K+]. The product is CC(=O)OCc1ccc2c(ccc3ccc(Br)cc32)c1. Reaction SMILES: [Br:1][c:2]1[cH:3][cH:4][c:5]2[cH:6][cH:7][c:8]3[cH:9][c:10]([CH2:16][Br:17])[cH:11][cH:12][c:13]3[c:14]2[cH:15]1.[CH2:23]([O:24][CH2:25][CH3:26])[CH3:27].[CH3:19][C:20]([O-:21])=[O:22].[K+:18]>>[Br:1][c:2]1[cH:3][cH:4][c:5]2[cH:6][cH:7][c:8]3[cH:9][c:10]([CH2:16][O:22][C:20]([CH3:19])=[O:21])[cH:11][cH:12][c:13]3[c:14]2[cH:15]1.